Dataset: the Open Reaction Database (ORD), a public repository of structured organic reaction records. Task: describe an organic reaction: reactants, conditions, products, and yield Starting materials: CC(C)(C)OC(=O)N1CCN(Cc2ccc([N+](=O)[O-])cc2)CC1, O=C([O-])O, CCOC(C)=O, [Na+], O, O, Cl[Sn](Cl)(Cl)Cl. Yields the product CC(C)(C)OC(=O)N1CCN(Cc2ccc(N)cc2)CC1. Reaction SMILES: [C:1]([CH3:2])([CH3:3])([CH3:4])[O:5][C:6](=[O:7])[N:8]1[CH2:9][CH2:10][N:11]([CH2:14][c:15]2[cH:16][cH:17][c:18]([N+:21]([O-:22])=[O:23])[cH:19][cH:20]2)[CH2:12][CH2:13]1.[C:31](=[O:32])([OH:33])[O-:34].[CH3:36][CH2:37][O:38][C:39](=[O:40])[CH3:41].[Na+:35].[OH2:24].[OH2:25].[Sn:26]([Cl:27])([Cl:28])([Cl:29])[Cl:30]>>[C:1]([CH3:2])([CH3:3])([CH3:4])[O:5][C:6](=[O:7])[N:8]1[CH2:9][CH2:10][N:11]([CH2:14][c:15]2[cH:16][cH:17][c:18]([NH2:21])[cH:19][cH:20]2)[CH2:12][CH2:13]1. Reactants: BrC=1C=CC(=NC1)CO ((5-bromo-2-pyridinyl)methanol), FC=1C=C(C=CC1OC(F)(F)F)B(O)O (3-fluoro-4-(trifluoromethoxy)phenylboronic acid), C(=O)([O-])[O-].[Na+].[Na+] (Na2CO3). Reagents/catalysts: C1=CC=C(C=C1)P([C-]2C=CC=C2)C3=CC=CC=C3.C1=CC=C(C=C1)P([C-]2C=CC=C2)C3=CC=CC=C3.Cl[Pd]Cl.[Fe+2] (Pd(dppf)Cl2). Solvent: C1(=CC=CC=C1)C (toluene), CCO (EtOH). Reaction conditions: temperature 89 celsius, time 2 hour. Yields the product FC=1C=C(C=CC1OC(F)(F)F)C=1C=CC(=NC1)CO ({5-[3-fluoro-4-(trifluoromethoxy)phenyl]-2-pyridinyl}methanol). The yield is 59.8%. RXN SMILES: Br[C:2]1[CH:3]=[CH:4][C:5]([CH2:8][OH:9])=[N:6][CH:7]=1.[F:10][C:11]1[CH:12]=[C:13](B(O)O)[CH:14]=[CH:15][C:16]=1[O:17][C:18]([F:21])([F:20])[F:19].C([O-])([O-])=O.[Na+].[Na+]>C1(C)C=CC=CC=1.CCO.C1C=CC(P(C2C=CC=CC=2)[C-]2C=CC=C2)=CC=1.C1C=CC(P(C2C=CC=CC=2)[C-]2C=CC=C2)=CC=1.Cl[Pd]Cl.[Fe+2]>[F:10][C:11]1[CH:12]=[C:13]([C:2]2[CH:3]=[CH:4][C:5]([CH2:8][OH:9])=[N:6][CH:7]=2)[CH:14]=[CH:15][C:16]=1[O:17][C:18]([F:19])([F:20])[F:21] |f:2.3.4,7.8.9.10|. Reported procedure: A stirred mixture of (5-bromo-2-pyridinyl)methanol (105) (753 mg, 4.00 mmol), 3-fluoro-4-(trifluoromethoxy)phenylboronic acid (56) (see Example 2G) (1.165 g, 5.20 mmol) and Pd(dppf)Cl2 (366 mg, 0.50 mmol) in toluene (40 mL) and EtOH (20 mL) was degassed for 15 min (vacuum pump) and then N2 was added. An aqueous solution of 2M Na2CO3 (10 mL, 20.0 mmol) was added by syringe and the stirred mixture was again degassed for 15 min, and then N2 was added. The resulting mixture was stirred at 89° C. for... The product is O=CC1=Cc2cc(O)ccc2OC1. The reactants are O=C([O-])[O-], C1COCCO1, C=CC=O, O=Cc1cc(O)ccc1O, [K+], [K+], O. As a reaction SMILES: [C:15](=[O:16])([O-:17])[O-:18].[CH2:21]1[O:22][CH2:23][CH2:24][O:25][CH2:26]1.[CH:11](=[O:12])[CH:13]=[CH2:14].[CH:1](=[O:2])[c:3]1[cH:4][c:5]([OH:6])[cH:7][cH:8][c:9]1[OH:10].[K+:19].[K+:20].[OH2:27]>>[CH:1]1=[C:13]([CH:11]=[O:12])[CH2:14][O:10][c:9]2[c:3]1[cH:4][c:5]([OH:6])[cH:7][cH:8]2. Reactants: steel, O([Na])C(C)(C)C (NaO-t-Bu), C(C)(=O)C1=CC=CC=C1 (acetophenone), [CuCl((R,R)-SKEWPHOS)(PPh3)]n, C1(=CC=CC=C1)P(C1=CC=CC=C1)C1=CC=CC=C1 (triphenyl phosphine). The solvent is C(C)(C)O (isopropyl alcohol). Run at temperature 30 celsius, time 16.5 hour. Product: CC(C1=CC=CC=C1)O (1-phenethyl alcohol). RXN SMILES: C1(P(C2C=CC=CC=2)C2C=CC=CC=2)C=CC=CC=1.O(C(C)(C)C)[Na].[C:26]([C:29]1[CH:34]=[CH:33][CH:32]=[CH:31][CH:30]=1)(=[O:28])[CH3:27]>C(O)(C)C>[CH3:27][CH:26]([OH:28])[C:29]1[CH:34]=[CH:33][CH:32]=[CH:31][CH:30]=1. Reported procedure: Into a 100-mL stainless-steel autoclave was put 24.0 mg (0.03 mmol) of [CuCl((R,R)-SKEWPHOS)(PPh3)]n obtained in Example 27, triphenyl phosphine of the amount shown in Table 6 below, and 28.8 mg (0.30 mmol) of NaO-t-Bu, followed by replacing with nitrogen in the autoclave, and then 2.0 mL of isopropyl alcohol and 1.05 mL (9.0 mmol) of acetophenone were added. The reaction was carried out with stirring under a hydrogen pressure of 5 MPa at 30° C. for 16 to 17 hours to give 1-phenethyl alcohol whi... Reactants: C1(=CC=CC=C1)CC(CN)N (3-phenyl-1,2-diaminopropane), 2-imidazolidinethiones, C(=S)(N1C=NC=C1)N1C=NC=C1 (1,1′-thiocarbonyldiimidazole), C(C=C)N=C=S (allyl isothiocyanate), diamines, 2-imidazolidinethiones, [H-].[Al+3].[Li+].[H-].[H-].[H-] (lithium aluminum hydride), C(C1=CC=CC=C1)C1NC(NC1)=S (4-benzyl-2-imidazolidinethione). Product: N1C(NCC1)=S (2-imidazolidinethione), NCCN (1,2-diaminoethane), C(C=C)N=C=S (allyl isothiocyanate). RXN SMILES: [H-].[Al+3].[Li+].[H-].[H-].[H-].C1(C[CH:14]([NH2:17])[CH2:15][NH2:16])C=CC=CC=1.C(N1C=CN=C1)(N1C=CN=C1)=S.C([CH:37]1[CH2:41][NH:40][C:39](=[S:42])[NH:38]1)C1C=CC=CC=1.[CH2:43]([N:46]=[C:47]=[S:48])[CH:44]=[CH2:45]>>[NH:38]1[CH2:37][CH2:41][NH:40][C:39]1=[S:42].[NH2:16][CH2:15][CH2:14][NH2:17].[CH2:43]([N:46]=[C:47]=[S:48])[CH:44]=[CH2:45] |f:0.1.2.3.4.5|. Procedure details: Other suitable reducing agents include lithium aluminum hydride. Treatment of 3-phenyl-1,2-diaminopropane with 1,1′-thiocarbonyldiimidazole rapidly produced 4-benzyl-2-imidazolidinethione 4. The yield was 90%, which is essentially quantitative since the starting material was about 90% pure. Most of the 2-imidazolidinethiones were prepared in good yields with 1,1′-thiocarbonyldiimadazole. However, the less expensive allyl isothiocyanate was also found to be an excellent reagent for the conversion... Starting materials: [H][H] (hydrogen), [H][H] (hydrogen), Cl.FC1=CC=C(C=C1)C(=CCCCC1=CC=CC=C1)C=1N=CNC1 (4-[1-(4-fluorophenyl)-5-phenyl-1-pentenyl]-1H-imidazole hydrochloride). Reagents/catalysts: [Pd] (Pd/C). The solvent is C(C)O (ethanol). The product is FC1=CC=C(C=C1)C(CCCCC1=CC=CC=C1)C=1N=CNC1 (4-[1-(4-fluorophenyl)-5-phenylpentyl]-1H-imidazole). The yield is 82.0%. As a reaction SMILES: Cl.[F:2][C:3]1[CH:8]=[CH:7][C:6]([C:9]([C:20]2[N:21]=[CH:22][NH:23][CH:24]=2)=[CH:10][CH2:11][CH2:12][CH2:13][C:14]2[CH:19]=[CH:18][CH:17]=[CH:16][CH:15]=2)=[CH:5][CH:4]=1.[H][H]>C(O)C.[Pd]>[F:2][C:3]1[CH:8]=[CH:7][C:6]([CH:9]([C:20]2[N:21]=[CH:22][NH:23][CH:24]=2)[CH2:10][CH2:11][CH2:12][CH2:13][C:14]2[CH:19]=[CH:18][CH:17]=[CH:16][CH:15]=2)=[CH:5][CH:4]=1 |f:0.1|. Procedure details: 4-[1-(4-fluorophenyl)-5-phenyl-1-pentenyl]-1H-imidazole hydrochloride (2,0 g) is dissolved in ethanol and a catalytic amount 10% Pd/C is added. The reaction mixture is agitated vigorously at room temperature in a hydrogen atmosphere until the uptake of hydrogen ceases. The mixture is filtered and the filtrate is evaporated to dryness. The residue which is the product is purified by flash chromatography eluting with methylene chloride-methanol mixture. Yield 82%.